This data is from the Open Reaction Database (ORD), a public repository of structured organic reaction records. The task is: describe an organic reaction: reactants, conditions, products, and yield Reactants: NC=1C=C(C(C#N)=CC1)C#N (4-aminophthalonitrile), C[Al](C)C (trimethylaluminium), FC1=C(C=CC(=C1)F)[C@]([C@@H](C)S[C@H]1CO[C@@H](OC1)C1=CC=C(C(=O)OC)C=C1)(CN1N=CN=C1)O (methyl 4-[trans-5-[[(1R,2R)-2-(2,4-difluorophenyl)-2-hydroxy-1-methyl-3-(1H-1,2,4-triazol-1-yl)propyl]thio]-1,3-dioxan-2-yl]benzoate). Product: C(#N)C=1C=C(NC(C2=CC=C(C=C2)[C@@H]2OC[C@H](CO2)S[C@@H]([C@@](CN2N=CN=C2)(O)C2=C(C=C(C=C2)F)F)C)=O)C=CC1C#N (3′,4′-Dicyano-4-[trans-5-[[(1R,2R)-2-(2,4-difluorophenyl)-2-hydroxy-1-methyl-3-(1H-1,2,4-triazol-1-yl)propyl]thio]-1,3-dioxan-2-yl]benzanilide). The yield is 69.7%. As a reaction SMILES: [NH2:1][C:2]1[CH:3]=[C:4]([C:10]#[N:11])[C:5](=[CH:8][CH:9]=1)[C:6]#[N:7].C[Al](C)C.[F:16][C:17]1[CH:22]=[C:21]([F:23])[CH:20]=[CH:19][C:18]=1[C@@:24]([OH:50])([CH2:44][N:45]1[CH:49]=[N:48][CH:47]=[N:46]1)[C@H:25]([S:27][C@@H:28]1[CH2:33][O:32][C@@H:31]([C:34]2[CH:43]=[CH:42][C:37]([C:38](OC)=[O:39])=[CH:36][CH:35]=2)[O:30][CH2:29]1)[CH3:26]>>[C:10]([C:4]1[CH:3]=[C:2]([CH:9]=[CH:8][C:5]=1[C:6]#[N:7])[NH:1][C:38](=[O:39])[C:37]1[CH:42]=[CH:43][C:34]([C@H:31]2[O:30][CH2:29][C@H:28]([S:27][C@H:25]([CH3:26])[C@:24]([C:18]3[CH:19]=[CH:20][C:21]([F:23])=[CH:22][C:17]=3[F:16])([OH:50])[CH2:44][N:45]3[CH:49]=[N:48][CH:47]=[N:46]3)[CH2:33][O:32]2)=[CH:35][CH:36]=1)#[N:11]. Procedure details: In the same manner as that described in Example 3(4), a reaction was carried out using commercially available 4-aminophthalonitrile (170 mg, 1.2 mmol), trimethylaluminium (1.1 ml, 1.07M n-hexane solution, 1.2 mmol) and methyl 4-[trans-5-[[(1R,2R)-2-(2,4-difluorophenyl)-2-hydroxy-1-methyl-3-(1H-1,2,4-triazol-1-yl)propyl]thio]-1,3-dioxan-2-yl]benzoate (150 mg, 0.30 mmol), obtained in Example 12(1), and the reaction mixture was treated using a similar procedure to that described in Example 3(4) to ... Reactants: O (water), CC1=C(OCC2=C(C=CC=C2)CC#N)C=C(C=C1)C (2-[2-(2,5-dimethylphenoxymethyl)phenyl]acetonitrile), C(C)I (ethyl iodide), [H-].[Na+] (sodium hydride). The solvent is CN(C=O)C (N,N-dimethylformamide). Conditions: time 1 hour. The product is CC1=C(OCC2=C(C=CC=C2)C(C#N)CC)C=C(C=C1)C (2-[2-(2,5-dimethylphenoxymethyl)phenyl]butyronitrile). Yield: 85.5%. RXN SMILES: [CH3:1][C:2]1[CH:18]=[CH:17][C:16]([CH3:19])=[CH:15][C:3]=1[O:4][CH2:5][C:6]1[CH:11]=[CH:10][CH:9]=[CH:8][C:7]=1[CH2:12][C:13]#[N:14].[H-].[Na+].[CH2:22](I)[CH3:23].O>CN(C)C=O>[CH3:1][C:2]1[CH:18]=[CH:17][C:16]([CH3:19])=[CH:15][C:3]=1[O:4][CH2:5][C:6]1[CH:11]=[CH:10][CH:9]=[CH:8][C:7]=1[CH:12]([CH2:22][CH3:23])[C:13]#[N:14] |f:1.2|. Procedure: A solution of 2-[2-(2,5-dimethylphenoxymethyl)phenyl]acetonitrile (2.00 g, 8.0 mmol) in N,N-dimethylformamide (20 ml) was stirred at 0° C. 60% oily sodium hydride (0.38 g, 9.5 mmol) was added thereto, and then ethyl iodide (1.37 g, 8.8 mmol) was added dropwise over 5 minutes. After 1 hour, water was added, and the mixture was extracted with ethyl acetate, washed successively with water and saturated brine and dried over anhydrous sodium sulfate. The solvent was evaporated, and the residue was pu... The reactants are O (water), P(=O)(Cl)(Cl)Cl (phosphorous oxychloride), C(CCCC)O (1-pentanol). Run in C(Cl)(Cl)(Cl)Cl (carbon tetrachloride), C(Cl)(Cl)(Cl)Cl (carbon tetrachloride). Run at time 18 hour. The product is P(OCCCCC)(=O)(Cl)Cl (Phosphorodichloridic acid, pentyl ester). Isolated yield 102.9%. RXN SMILES: O.[P:2]([Cl:6])(Cl)([Cl:4])=[O:3].[CH2:7]([OH:12])[CH2:8][CH2:9][CH2:10][CH3:11]>C(Cl)(Cl)(Cl)Cl>[P:2]([Cl:6])([Cl:4])(=[O:3])[O:12][CH2:7][CH2:8][CH2:9][CH2:10][CH3:11]. Procedure: To a tap water cooled solution of 79 g of phosphorous oxychloride in 200 ml of carbon tetrachloride is added dropwise with stirring a solution of 50 g of 1-pentanol in 125 ml of carbon tetrachloride. The temperature rises to 30° C. and stirring is continued for 18 hours. The solvent is evaporated and the syrup evaporated with toluene several times. The residue is distilled from a Kugelrohr still to give 108.7 g of the desired product as a colorless oil, B.P. 85°-90° C./0.3 mm. The reactants are ice water NaHCO3, C(C)OC(=O)C1CCN(CC1)C1=NC=CC(=C1)C(C(C)C1=C(C=C(C=C1)OC)Cl)(C(F)(F)F)O (4′-[2-(2-Chloro-4-methoxy-phenyl)-1-hydroxy-1-trifluoromethyl-propyl]-3,4,5,6-tetrahydro-2H-[1,2′]bipyridinyl-4-carboxylic acid ethyl ester), B(Br)(Br)Br (BBr3). Solvent: ClCCl (dichloromethane), ClCCl (dichloromethane). Product: C(C)OC(=O)C1CCN(CC1)C1=NC=CC(=C1)C(C(C)C1=C(C=C(C=C1)O)Cl)(C(F)(F)F)O (4′-[2-(2-chloro-4-hydroxy-phenyl)-1-hydroxy-1-trifluoromethyl-propyl]-3,4,5,6-tetrahydro-2H-[1,2′]bipyridinyl-4-carboxylic acid ethyl ester). Isolated yield 74.0%. RXN SMILES: [CH2:1]([O:3][C:4]([CH:6]1[CH2:11][CH2:10][N:9]([C:12]2[CH:17]=[C:16]([C:18]([OH:34])([C:30]([F:33])([F:32])[F:31])[CH:19]([C:21]3[CH:26]=[CH:25][C:24]([O:27]C)=[CH:23][C:22]=3[Cl:29])[CH3:20])[CH:15]=[CH:14][N:13]=2)[CH2:8][CH2:7]1)=[O:5])[CH3:2].B(Br)(Br)Br>ClCCl>[CH2:1]([O:3][C:4]([CH:6]1[CH2:7][CH2:8][N:9]([C:12]2[CH:17]=[C:16]([C:18]([OH:34])([C:30]([F:31])([F:32])[F:33])[CH:19]([C:21]3[CH:26]=[CH:25][C:24]([OH:27])=[CH:23][C:22]=3[Cl:29])[CH3:20])[CH:15]=[CH:14][N:13]=2)[CH2:10][CH2:11]1)=[O:5])[CH3:2]. Procedure details: 4′-[2-(2-Chloro-4-methoxy-phenyl)-1-hydroxy-1-trifluoromethyl-propyl]-3,4,5,6-tetrahydro-2H-[1,2′]bipyridinyl-4-carboxylic acid ethyl ester (Example 154, 57 mg) in dichloromethane (0.5 mL) under argon, was treated with 1M-BBr3 in dichloromethane (0.341 mL). The solution was poured into ice-water/NaHCO3, extracted twice with dichloromethane. The combined organic phases were washed with brine, dried over MgSO4 and evaporated in vacuo. The residue was purified by flash chromatography (4 g silica ge... Starting materials: ClC1=NC2=C(C(=NC1OC)C1=C(C=CC=C1)Cl)C=C(C=C2)Cl (2,7-dichloro-5-(o-chlorophenyl)-3-methoxy-3H-1,4-benzodiazepine), O (water), [O-]CC.[Na+] (sodium ethoxide), O1CCCC1 (tetrahydrofuran). The solvent is C(C)O (ethanol). Product: ClC=1C=CC2=C(C(=NCC(N2)(OC)OCC)C2=C(C=CC=C2)Cl)C1 (7-chloro-5-(o-chlorophenyl)-2-ethoxy-2-methoxy-3H-1,4-benzodiazepine). RXN SMILES: Cl[C:2]1[CH:8](OC)[N:7]=[C:6]([C:11]2[CH:16]=[CH:15][CH:14]=[CH:13][C:12]=2[Cl:17])[C:5]2[CH:18]=[C:19]([Cl:22])[CH:20]=[CH:21][C:4]=2[N:3]=1.[O-:23][CH2:24][CH3:25].[Na+].O.[O:28]1CCC[CH2:29]1>C(O)C>[Cl:22][C:19]1[CH:20]=[CH:21][C:4]2[NH:3][C:2]([O:23][CH2:24][CH3:25])([O:28][CH3:29])[CH2:8][N:7]=[C:6]([C:11]3[CH:16]=[CH:15][CH:14]=[CH:13][C:12]=3[Cl:17])[C:5]=2[CH:18]=1 |f:1.2|. Procedure: For example, 2,7-dichloro-5-(o-chlorophenyl)-3-methoxy-3H-1,4-benzodiazepine is treated in a mixture of tetrahydrofuran and ethanol, at room temperature with sodium ethoxide. After addition of water, the reaction mixture is partitioned with diethyl ether, and the organic phase is then dried, concentrated and the crystalline product so formed, recovered to give 7-chloro-5-(o-chlorophenyl)-2-ethoxy-2-methoxy-3H-1,4-benzodiazepine. Starting materials: N1(CCCCC1)C=1C(=NC2=CC=C(C=C2N1)C(=O)OC)OS(=O)(=O)C(F)(F)F (methyl 3-(piperidin-1-yl)-2-(trifluoromethylsulfonyloxy)quinoxaline-6-carboxylate), N1C=CC2=CC(=CC=C12)B(O)O (1H-indol-5-ylboronic acid), [O-]P(=O)([O-])[O-].[K+].[K+].[K+] (K3PO4), O (water). The reagents and catalysts are C=1C=CC(=CC1)[P](C=2C=CC=CC2)(C=3C=CC=CC3)[Pd]([P](C=4C=CC=CC4)(C=5C=CC=CC5)C=6C=CC=CC6)([P](C=7C=CC=CC7)(C=8C=CC=CC8)C=9C=CC=CC9)[P](C=1C=CC=CC1)(C=1C=CC=CC1)C=1C=CC=CC1 (Pd(PPh3)4). Run in O1CCOCC1 (dioxane). Reaction conditions: temperature 90 celsius, time 1 hour. Yields the product N1C=CC2=CC(=CC=C12)C1=NC2=CC=C(C=C2N=C1N1CCCCC1)C(=O)OC (methyl 2-(1H-indol-5-yl)-3-(piperidin-1-yl)quinoxaline-6-carboxylate). Yield: 33.7%. RXN SMILES: [N:1]1([C:7]2[C:8](OS(C(F)(F)F)(=O)=O)=[N:9][C:10]3[C:15]([N:16]=2)=[CH:14][C:13]([C:17]([O:19][CH3:20])=[O:18])=[CH:12][CH:11]=3)[CH2:6][CH2:5][CH2:4][CH2:3][CH2:2]1.[NH:29]1[C:37]2[C:32](=[CH:33][C:34](B(O)O)=[CH:35][CH:36]=2)[CH:31]=[CH:30]1.[O-]P([O-])([O-])=O.[K+].[K+].[K+].O>O1CCOCC1.C1C=CC([P]([Pd]([P](C2C=CC=CC=2)(C2C=CC=CC=2)C2C=CC=CC=2)([P](C2C=CC=CC=2)(C2C=CC=CC=2)C2C=CC=CC=2)[P](C2C=CC=CC=2)(C2C=CC=CC=2)C2C=CC=CC=2)(C2C=CC=CC=2)C2C=CC=CC=2)=CC=1>[NH:29]1[C:37]2[C:32](=[CH:33][C:34]([C:8]3[C:7]([N:1]4[CH2:6][CH2:5][CH2:4][CH2:3][CH2:2]4)=[N:16][C:15]4[C:10](=[CH:11][CH:12]=[C:13]([C:17]([O:19][CH3:20])=[O:18])[CH:14]=4)[N:9]=3)=[CH:35][CH:36]=2)[CH:31]=[CH:30]1 |f:2.3.4.5,^1:59,61,80,99|. Reported procedure: To a solution of methyl 3-(piperidin-1-yl)-2-(trifluoromethylsulfonyloxy)quinoxaline-6-carboxylate (290 mg, crude) in dioxane (5 mL) was added 1H-indol-5-ylboronic acid (337 mg, 2.1 mmol), K3PO4 (443 mg, 2.1 mmol), Pd(PPh3)4 (40 mg, 0.03 mmol) and water (0.5 mL). The resulting solution was stirred for 1 h at 90° C. and then quenched by the addition of CH2Cl2 (100 mL), washed with water (3×50 mL), dried over anhydrous sodium sulfate and concentrated in vacuo to give a residue, which was purified ...